Dataset: the Open Reaction Database (ORD), a public repository of structured organic reaction records. Task: describe an organic reaction: reactants, conditions, products, and yield Run at temperature 60 celsius, time 16 hour. RXN SMILES: [C:1]([Si:3]([CH3:6])([CH3:5])[CH3:4])#[CH:2].I[C:8]1[CH:13]=[CH:12][CH:11]=[CH:10][C:9]=1[CH:14]([CH2:18][CH3:19])[C:15]([NH2:17])=[O:16].F[B-](F)(F)F>Cl[Pd](Cl)([P](C1C=CC=CC=1)(C1C=CC=CC=1)C1C=CC=CC=1)[P](C1C=CC=CC=1)(C1C=CC=CC=1)C1C=CC=CC=1.[Cu]I.CN(C=O)C>[CH3:4][Si:3]([C:1]#[C:2][C:8]1[CH:13]=[CH:12][CH:11]=[CH:10][C:9]=1[CH:14]([CH2:18][CH3:19])[C:15]([NH2:17])=[O:16])([CH3:6])[CH3:5] |^1:27,46|. The solvent is CN(C)C=O (DMF). Procedure: Ethynyltrimethylsilane (0.11 mL, 0.80 mmol) and dry DMF (9.0 mL) was added to a mixture of 2-(2-iodophenyl)butanamide (I2) (193 mg, 0.668 mmol), PdCl2(PPh3)2 (23 mg, 0.033 mmol), t-Bu3PH.BF4 (10 mg, 0.033 mmol) and CuI (6 mg, 0.033 mmol) under nitrogen. The resulting solution was degassed with a stream of nitrogen for 10 minutes before the addition of Et3N (3.0 mL). The resulting mixture was stirred at 60° C. under nitrogen for 16 hours then adsorbed onto silica gel and purified by column chroma... Reactants: C(#C)[Si](C)(C)C (Ethynyltrimethylsilane), IC1=C(C=CC=C1)C(C(=O)N)CC (2-(2-iodophenyl)butanamide), F[B-](F)(F)F (BF4). Reagents/catalysts: Cl[Pd]([P](C1=CC=CC=C1)(C2=CC=CC=C2)C3=CC=CC=C3)([P](C4=CC=CC=C4)(C5=CC=CC=C5)C6=CC=CC=C6)Cl (PdCl2(PPh3)2), [Cu]I (CuI). Product: C[Si](C)(C)C#CC1=C(C=CC=C1)C(C(=O)N)CC (2-(2-((Trimethylsilyl)ethynyl)phenyl)butanamide). Starting materials: CCO, CSc1ccc2c(c1)C(c1ccccc1)=NCc1nnc(CON3C(=O)c4ccccc4C3=O)n1-2, NN, O. The product is CSc1ccc2c(c1)C(c1ccccc1)=NCc1nnc(CON)n1-2. As a reaction SMILES: [CH3:39][CH2:40][OH:41].[CH3:4][S:5][c:6]1[cH:7][cH:8][c:9]2[c:10]([cH:38]1)[C:11]([c:32]1[cH:33][cH:34][cH:35][cH:36][cH:37]1)=[N:12][CH2:13][c:14]1[n:15]-2[c:16]([CH2:19][O:20][N:21]2[C:22](=[O:23])[c:24]3[cH:25][cH:26][cH:27][cH:28][c:29]3[C:30]2=[O:31])[n:17][n:18]1.[NH2:2][NH2:3].[OH2:1]>>[CH3:4][S:5][c:6]1[cH:7][cH:8][c:9]2[c:10]([cH:38]1)[C:11]([c:32]1[cH:33][cH:34][cH:35][cH:36][cH:37]1)=[N:12][CH2:13][c:14]1[n:15]-2[c:16]([CH2:19][O:20][NH2:21])[n:17][n:18]1. The reactants are C(C(=O)C)C1=CC=C(C(=O)Cl)C=C1 (4-acetonylbenzoyl chloride). Run in C(C)(C)O (Isopropanol). Conditions: time 3 day. The product is C(=O)(OC(C)C)C1=CC=C(C=C1)CC(C)=O (1-(4-Carboisopropoxyphenyl)propan-2-one). RXN SMILES: [CH2:1]([C:5]1[CH:13]=[CH:12][C:8]([C:9](Cl)=[O:10])=[CH:7][CH:6]=1)[C:2]([CH3:4])=[O:3]>C(O)(C)C>[C:9]([C:8]1[CH:12]=[CH:13][C:5]([CH2:1][C:2](=[O:3])[CH3:4])=[CH:6][CH:7]=1)([O:3][CH:2]([CH3:4])[CH3:1])=[O:10]. Procedure: Isopropanol (30 ml) was added to 4-acetonylbenzoyl chloride (2.61 g) and the solution left at room temperature 3 days. Removal of the solvent gave the title compound as an oil. γ (CDCl3) 8.66 (3H, d, J=7 Hz), 7.88 (3H, s), 6.28 (2H, s), 4.78 (1H, h, J=7 Hz), 2.80 (2H, d, J=9 Hz) 2.04 (2H, d, J=9 Hz). The reactants are N1C=CC2=CC(=CC=C12)NC1=NC=NC2=CC=C(C=C12)I ((1H-Indol-5-yl)-(6-iodo-quinazolin-4-yl)-amine), C(=C)C1=NC=CC=C1 (2-vinylpyridine). Product: N1C=CC2=CC(=CC=C12)NC1=NC=NC2=CC=C(C=C12)C=CC1=NC=CC=C1 ((1H-Indol-5-yl)-[6-(2-pyridin-2-yl-vinyl)-quinazolin-4-yl]-amine). RXN SMILES: [NH:1]1[C:9]2[C:4](=[CH:5][C:6]([NH:10][C:11]3[C:20]4[C:15](=[CH:16][CH:17]=[C:18](I)[CH:19]=4)[N:14]=[CH:13][N:12]=3)=[CH:7][CH:8]=2)[CH:3]=[CH:2]1.[CH:22]([C:24]1[CH:29]=[CH:28][CH:27]=[CH:26][N:25]=1)=[CH2:23]>>[NH:1]1[C:9]2[C:4](=[CH:5][C:6]([NH:10][C:11]3[C:20]4[C:15](=[CH:16][CH:17]=[C:18]([CH:23]=[CH:22][C:24]5[CH:29]=[CH:28][CH:27]=[CH:26][N:25]=5)[CH:19]=4)[N:14]=[CH:13][N:12]=3)=[CH:7][CH:8]=2)[CH:3]=[CH:2]1. Procedure: The title compound was prepared according to the method in Example 6 using (1H-Indol-5-yl)-(6-iodo-quinazolin-4-yl)-amine (200 mg, 0.52 mmol) and 2-vinylpyridine (65 mg, 67 uL, 0.62 mmol). Reactants: COC=1C=C(C=CC1)C=1N=C(NC1)C1CN(CCO1)CC1=CC=CC=C1 (2-{-4-[3-(methyloxy)phenyl]-1H-imidazol-2-yl}-4-(phenylmethyl)morpholine), Cl (hydrochloric acid). The reagents and catalysts are [Pd] (Palladium on carbon). Solvent: CO (CH3OH). Run at time 8 hour. The product is COC=1C=C(C=CC1)C=1N=C(NC1)C1CNCCO1 (2-{4-[3-(Methyloxy)phenyl]-1H-imidazol-2-yl}morpholine). Yield: 168.6%. As a reaction SMILES: [CH3:1][O:2][C:3]1[CH:4]=[C:5]([C:9]2[N:10]=[C:11]([CH:14]3[O:19][CH2:18][CH2:17][N:16](CC4C=CC=CC=4)[CH2:15]3)[NH:12][CH:13]=2)[CH:6]=[CH:7][CH:8]=1.Cl>[Pd].CO>[CH3:1][O:2][C:3]1[CH:4]=[C:5]([C:9]2[N:10]=[C:11]([CH:14]3[O:19][CH2:18][CH2:17][NH:16][CH2:15]3)[NH:12][CH:13]=2)[CH:6]=[CH:7][CH:8]=1. Procedure details: Palladium on carbon (10 wt %, 0.609 g, 0.572 mmol) was added to a solution of 2-{-4-[3-(methyloxy)phenyl]-1H-imidazol-2-yl}-4-(phenylmethyl)morpholine (2.0 g, 5.72 mmol) and hydrochloric acid (4.76 mL, 57.2 mmol) in CH3OH (80 mL) under nitrogen, and the resulting mixture was stirred under hydrogen overnight at room temperature. The mixture was filtered, washing with CH2Cl2 (50 mL) and CH3OH (3×50 mL), and then concentrated. Water (80 mL) was added, and the resulting mixture was lyophilized to af... The reactants are CN1CCN(CC1)C1=CC=C(C=C1)NC=1N=CC2=C(N=C3N(N(C=4C=C(C=CC34)C(=O)O)C3=NC=CC=C3)C2=O)N1 (2-{[4-(4-methylpiperazin-1-yl)phenyl]amino}-5-oxo-7-(pyridin-2-yl)-5,7-dihydropyrimido[4′,5′:4,5]pyrimido[1,2-b]indazole-9-carboxylic acid), [Cl-].[NH4+] (ammonium chloride), Cl.CN(CCCN=C=NCC)C (1-(3-dimethylaminopropyl)-3-ethylcarbodiimide hydrochloride), O.ON1N=NC2=C1C=CC=C2 (1-hydroxybenzotriazole monohydrate). Solvent: C(C)N(CC)CC (triethylamine), CN(C=O)C (N,N-dimethylformamide). Product: CN1CCN(CC1)C1=CC=C(C=C1)NC=1N=CC2=C(N=C3N(N(C=4C=C(C=CC34)C(=O)N)C3=NC=CC=C3)C2=O)N1 (2-{[4-(4-methylpiperazin-1-yl)phenyl]amino}-5-oxo-7-(pyridin-2-yl)-5,7-dihydropyrimido[4′,5′:4,5]pyrimido[1,2-b]indazole-9-carboxamide). Isolated yield 50.1%. RXN SMILES: CN1[CH2:7][CH2:6][N:5]([C:8]2[CH:13]=[CH:12][C:11]([NH:14][C:15]3[N:16]=[CH:17][C:18]4[C:39](=[O:40])[N:22]5[N:23]([C:33]6[CH:38]=[CH:37][CH:36]=[CH:35][N:34]=6)[C:24]6[CH:25]=[C:26](C(O)=O)[CH:27]=[CH:28][C:29]=6[C:21]5=[N:20][C:19]=4[N:41]=3)=[CH:10][CH:9]=2)[CH2:4][CH2:3]1.[Cl-].[NH4+:43].Cl.[CH3:45][N:46](C)CCCN=C=NCC.[OH2:56].ON1C2C=CC=C[C:61]=2N=N1>C(N(CC)CC)C.CN(C)C=O>[CH3:61][N:43]1[CH2:7][CH2:6][N:5]([C:8]2[CH:13]=[CH:12][C:11]([NH:14][C:15]3[N:16]=[CH:17][C:18]4[C:39](=[O:40])[N:22]5[N:23]([C:33]6[CH:38]=[CH:37][CH:36]=[CH:35][N:34]=6)[C:24]6[CH:25]=[C:26]([C:45]([NH2:46])=[O:56])[CH:27]=[CH:28][C:29]=6[C:21]5=[N:20][C:19]=4[N:41]=3)=[CH:10][CH:9]=2)[CH2:4][CH2:3]1 |f:1.2,3.4,5.6|. Procedure details: An N,N-dimethylformamide (3 mL) solution of the compound (30 mg) obtained in Example 171, ammonium chloride (10 mg), 1-(3-dimethylaminopropyl)-3-ethylcarbodiimide hydrochloride (20 mg), 1-hydroxybenzotriazole monohydrate (10 mg) and triethylamine (0.1 mL) was stirred for 16 hours. The reaction liquid was concentrated under reduced pressure, the precipitated solid was collected through filtration, washed with distilled water and ethyl acetate in that order, and dried to give the title compound as... Reagents/catalysts: C=1C=CC(=CC1)[P](C=2C=CC=CC2)(C=3C=CC=CC3)[Pd]([P](C=4C=CC=CC4)(C=5C=CC=CC5)C=6C=CC=CC6)([P](C=7C=CC=CC7)(C=8C=CC=CC8)C=9C=CC=CC9)[P](C=1C=CC=CC1)(C=1C=CC=CC1)C=1C=CC=CC1 (tetrakis(triphenylphosphine)palladium). Yields the product FC1=NC(=CC=C1)OC1=C(C=C(C=C1)C1=CC=C(C=C1)C)OC (2-fluoro-6-[(3-methoxy-4′-methylbiphenyl-4-yl)oxy]pyridine). Procedure: To a solution of 2-(4-chloro-2-methoxyphenoxy)-6-fluoropyridine (0.53 mmol; 135 mg) and 4-methylphenylboronic acid (0.94 mmol; 127 mg) in a degased DME/water mixture (1.5/0.5 mL), under argon were added K2CO3 (2.0 mmol; 276 mg), then tetrakis(triphenylphosphine)palladium (0.07 mmol; 47 mg). The reaction was stirred at 105° C. for 48 hr. After concentration, the residue was purified by flash chromatography (gradient cyclohexane/dichloromethane) to yield the desired product along with remaining st... Reactants: ClC1=CC(=C(OC2=NC(=CC=C2)F)C=C1)OC (2-(4-chloro-2-methoxyphenoxy)-6-fluoropyridine), CC1=CC=C(C=C1)B(O)O (4-methylphenylboronic acid), C(=O)([O-])[O-].[K+].[K+] (K2CO3). Reaction SMILES: Cl[C:2]1[CH:15]=[CH:14][C:5]([O:6][C:7]2[CH:12]=[CH:11][CH:10]=[C:9]([F:13])[N:8]=2)=[C:4]([O:16][CH3:17])[CH:3]=1.[CH3:18][C:19]1[CH:24]=[CH:23][C:22](B(O)O)=[CH:21][CH:20]=1.C([O-])([O-])=O.[K+].[K+]>C1C=CC([P]([Pd]([P](C2C=CC=CC=2)(C2C=CC=CC=2)C2C=CC=CC=2)([P](C2C=CC=CC=2)(C2C=CC=CC=2)C2C=CC=CC=2)[P](C2C=CC=CC=2)(C2C=CC=CC=2)C2C=CC=CC=2)(C2C=CC=CC=2)C2C=CC=CC=2)=CC=1.COCCOC.O>[F:13][C:9]1[CH:10]=[CH:11][CH:12]=[C:7]([O:6][C:5]2[CH:14]=[CH:15][C:2]([C:22]3[CH:23]=[CH:24][C:19]([CH3:18])=[CH:20][CH:21]=3)=[CH:3][C:4]=2[O:16][CH3:17])[N:8]=1 |f:2.3.4,6.7,^1:37,39,58,77|. The solvent is COCCOC.O (DME water). Reaction conditions: temperature 105 celsius, time 48 hour.